describe an organic reaction: reactants, conditions, products, and yield From a dataset of the Open Reaction Database (ORD), a public repository of structured organic reaction records. The reactants are C(=O)(O)[O-].[Na+] (NaHCO3), ClC1=CC(=NC(=N1)SC)N1C[C@H](CC[C@H]1C(F)(F)F)C(=O)NC1CCCCC1 (cis-1-[6-chloro-2-(methylthio)-4-pyrimidinyl]-N-cyclohexyl-6-(trifluoromethyl)-3-piperidinecarboxamide), C1=CC(=CC(=C1)Cl)C(=O)OO (mCPBA), [O-]S(=O)[O-].[Na+].[Na+] (Na2SO3). Run in CCOC(=O)C (EtOAc), C(Cl)Cl (CH2Cl2). Reaction conditions: time 1 hour. Product: ClC1=CC(=NC(=N1)S(=O)(=O)C)N1C[C@H](CC[C@H]1C(F)(F)F)C(=O)NC1CCCCC1 (Cis-1-[6-Chloro-2-(methylsulfonyl)-4-pyrimidinyl]-N-cyclohexyl-6-(trifluoromethyl)-3-piperidinecarboxamide). As a reaction SMILES: [Cl:1][C:2]1[N:7]=[C:6](SC)[N:5]=[C:4]([N:10]2[C@H:15]([C:16]([F:19])([F:18])[F:17])[CH2:14][CH2:13][C@H:12]([C:20]([NH:22][CH:23]3[CH2:28][CH2:27][CH2:26][CH2:25][CH2:24]3)=[O:21])[CH2:11]2)[CH:3]=1.[CH:29]1C=C(Cl)C=C(C(OO)=O)C=1.[O-:40][S:41]([O-:43])=O.[Na+].[Na+].C([O-])(O)=O.[Na+]>C(Cl)Cl.CCOC(C)=O>[Cl:1][C:2]1[N:7]=[C:6]([S:41]([CH3:29])(=[O:43])=[O:40])[N:5]=[C:4]([N:10]2[C@H:15]([C:16]([F:18])([F:19])[F:17])[CH2:14][CH2:13][C@H:12]([C:20]([NH:22][CH:23]3[CH2:28][CH2:27][CH2:26][CH2:25][CH2:24]3)=[O:21])[CH2:11]2)[CH:3]=1 |f:2.3.4,5.6|. Procedure: To cis-1-[6-chloro-2-(methylthio)-4-pyrimidinyl]-N-cyclohexyl-6-(trifluoromethyl)-3-piperidinecarboxamide (590 mg, 1.350 mmol) in CH2Cl2 (12 mL) was added mCPBA (757 mg, 3.38 mmol), and the reaction mixture was stirred for 1 hour at room temperature. A saturated solution of Na2SO3 was added, and the resulting mixture was stirred for 30 minutes. The mixture was poured onto saturated aqueous NaHCO3 and EtOAc. The organic layer was separated, washed with brine, dried (MgSO4), filtered and concentra... Reactants: phosphorus sulphone, N1C=CC2=C(C=CC=C12)C=1N=C(C2=C(N1)C=C(S2)C=O)N2CCOCC2 (2-(1H-indol-4-yl)-4-morpholin-4-yl-thieno[3,2-d]pyrimidine-6-carbaldehyde), C[O-].[Na+] (sodium methoxide). Solvent: CO (methanol). Conditions: time 4.5 hour. Product: N1(CCOCC1)C=1C2=C(N=CN1)C=CS2 (4-morpholin-4-yl-thieno[3,2-d]pyrimidine). Yield: 91.5%. RXN SMILES: N1C2C(=C([C:10]3[N:11]=[C:12]([N:21]4[CH2:26][CH2:25][O:24][CH2:23][CH2:22]4)[C:13]4[S:18][C:17](C=O)=[CH:16][C:14]=4[N:15]=3)C=CC=2)C=C1.C[O-].[Na+]>CO>[N:21]1([C:12]2[C:13]3[S:18][CH:17]=[CH:16][C:14]=3[N:15]=[CH:10][N:11]=2)[CH2:22][CH2:23][O:24][CH2:25][CH2:26]1 |f:1.2|. Reported procedure: To a suspension of 2-(1H-indol-4-yl)-4-morpholin-4-yl-thieno[3,2-d]pyrimidine-6-carbaldehyde (54 mg) in anhydrous methanol (8 ml) was added phosphorus sulphone (34 mg), followed by sodium methoxide (148u1). The reaction mixture was stirred at room temperature for 4.5 hours, then evaporated onto silica and purified by flash chromatography to give 2-(1H-indol-4-yl)-6-((E)-2-methanesulfonyl-vinyl))-4-morpholin-4-yl-thieno[3,2-d]pyrimidine (30 mg).